From a dataset of the Open Reaction Database (ORD), a public repository of structured organic reaction records. describe an organic reaction: reactants, conditions, products, and yield The reactants are NN1C(C2=CC=CC=C2C(=N1)C1=CC=C(C=C1)Cl)=O (2-amino-4-(4-chlorophenyl)phthalazin-1(2H)-one), CN(C1=CC=C(C=C1)CC(=O)O)C (2-[4-(dimethylamino)phenyl]acetic acid). Product: ClC1=CC=C(C=C1)C1=NN(C(C2=CC=CC=C12)=O)NC(CC1=CC=C(C=C1)N(C)C)=O (N-[4-(4-chlorophenyl)-1-oxophthalazin-2(1H)-yl]-2-[4-(dimethylamino)phenyl]acetamide). RXN SMILES: [NH2:1][N:2]1[N:11]=[C:10]([C:12]2[CH:17]=[CH:16][C:15]([Cl:18])=[CH:14][CH:13]=2)[C:9]2[C:4](=[CH:5][CH:6]=[CH:7][CH:8]=2)[C:3]1=[O:19].[CH3:20][N:21]([CH3:32])[C:22]1[CH:27]=[CH:26][C:25]([CH2:28][C:29](O)=[O:30])=[CH:24][CH:23]=1>>[Cl:18][C:15]1[CH:16]=[CH:17][C:12]([C:10]2[C:9]3[C:4](=[CH:5][CH:6]=[CH:7][CH:8]=3)[C:3](=[O:19])[N:2]([NH:1][C:29](=[O:30])[CH2:28][C:25]3[CH:26]=[CH:27][C:22]([N:21]([CH3:32])[CH3:20])=[CH:23][CH:24]=3)[N:11]=2)=[CH:13][CH:14]=1. Procedure: The product of Example 86A and 2-[4-(dimethylamino)phenyl]acetic acid were treated using a method similar to that described in Example 57 to give the title compound. 1H NMR (500 MHz, DMSO-d6/Deuterium Oxide) δ ppm 8.40-8.42 (m, 1H), 7.93-8.04 (m, 2H), 7.71-7.74 (m, 1H), 7.58-7.69 (m, 4H), 7.41-7.43 (m, 2H), 7.23-7.25 (m, 2H), 3.68-3.69 (bs, 2H), 3.06 (s, 6H); MS (APCI+) M/Z 433 (M+H)+. The reactants are dimethyl acetal, C(C1=CC(=CC=C1)OC)=O (m-anisaldehyde), solution, C(C)(C)(C)[Li] (t-butyllithium), C(C)OCC (diethyl ether), CN(C=O)C (dimethylformamide). Conditions: time 1 hour. Yields the product COC1=C(C=O)C(=CC=C1)C(OC)OC (2-Methoxy-6-(dimethoxymethyl)benzaldehyde). As a reaction SMILES: [CH:1](=[O:10])[C:2]1[CH:7]=[CH:6][CH:5]=[C:4]([O:8][CH3:9])[CH:3]=1.[C:11]([Li])(C)(C)C.CN(C)[CH:18]=[O:19].[CH2:21]([O:23]CC)C>>[CH3:9][O:8][C:4]1[CH:5]=[CH:6][CH:7]=[C:2]([CH:1]([O:19][CH3:18])[O:10][CH3:11])[C:3]=1[CH:21]=[O:23]. Procedure: A solution of the dimethyl acetal of m-anisaldehyde (490 mg) in dry diethyl ether (10 mL) at 0° was treated with a 1.7 molar solution of t-butyllithium (1.75 mL). The solution was stirred for 1 h at 0°, followed by addition of anhydrous dimethylformamide (0.25 mL). The solution was allowed to warm to 23° over 15 h, quenched by the addition of water, and extracted with ethyl acetate (2×50 mL). The combined organic layers were dried (MgSO4) and evaporated. The residue was purified by chromatograph... The reactants are CCOC(=O)c1ccc(-c2cc(N)ccc2OC)cc1, C1CCOC1, CN1CCOCC1, O=C(Cl)C1CC1, Cl. Yields the product CCOC(=O)c1ccc(-c2cc(NC(=O)C3CC3)ccc2OC)cc1. RXN SMILES: [CH2:2]([CH3:3])[O:4][C:5](=[O:6])[c:7]1[cH:8][cH:9][c:10](-[c:13]2[c:14]([O:20][CH3:21])[cH:15][cH:16][c:17]([NH2:19])[cH:18]2)[cH:11][cH:12]1.[CH2:35]1[O:36][CH2:37][CH2:38][CH2:39]1.[CH3:22][N:23]1[CH2:24][CH2:25][O:26][CH2:27][CH2:28]1.[CH:29]1([C:32](=[O:33])[Cl:34])[CH2:30][CH2:31]1.[ClH:1]>>[CH2:2]([CH3:3])[O:4][C:5](=[O:6])[c:7]1[cH:8][cH:9][c:10](-[c:13]2[c:14]([O:20][CH3:21])[cH:15][cH:16][c:17]([NH:19][C:32]([CH:29]3[CH2:30][CH2:31]3)=[O:33])[cH:18]2)[cH:11][cH:12]1. The reactants are COC(CN1C([C@H](CNC2=C1C=CC=C2)NC(=O)OC(C)(C)C)=O)=O ((3S)-2-Oxo-3-tert-butoxycarbonylamino-2,3,4,5-tetrahydro-1H-1,5-benzodiazepine-1-acetic acid methyl ester), C(Cl)Cl (CH2Cl2). Yields the product Cl.COC(CN1C([C@H](CNC2=C1C=CC=C2)N)=O)=O ((3S)-2-oxo-3-amino-2,3,4,5-tetrahydro-1H-1,5-benzodiazepine-1-acetic acid methyl ester hydrochloride). RXN SMILES: [CH3:1][O:2][C:3](=[O:25])[CH2:4][N:5]1[C:11]2[CH:12]=[CH:13][CH:14]=[CH:15][C:10]=2[NH:9][CH2:8][C@H:7]([NH:16]C(OC(C)(C)C)=O)[C:6]1=[O:24].C(Cl)[Cl:27]>>[ClH:27].[CH3:1][O:2][C:3](=[O:25])[CH2:4][N:5]1[C:11]2[CH:12]=[CH:13][CH:14]=[CH:15][C:10]=2[NH:9][CH2:8][C@H:7]([NH2:16])[C:6]1=[O:24] |f:2.3|. Procedure details: (600a/103, 4.0 g, 11.4 mmol) in 20 ml of CH2Cl2 for 20 min then stirred for 1 h at RT. The reaction was evaporated to give (3S)-2-oxo-3-amino-2,3,4,5-tetrahydro-1H-1,5-benzodiazepine-1-acetic acid methyl ester hydrochloride as a white solid. Reactants: [Cl-].[NH4+] (ammonium chloride), C(C)O (ethanol), CC1=C(CNC=2C=3N(C=C(C2)[N+](=O)[O-])C(=C(N3)C)CC#C)C(=CC=C1)NC(=O)OC (8-(2-methyl-6-methoxycarbonylaminobenzylamino)-6-nitro-3-(2-propynyl)-2-methylimidazo[1,2-a]pyridine). The reagents and catalysts are [Fe] (iron). Solvent: O (water). Conditions: time 1 hour. Yields the product CC1=C(CNC=2C=3N(C=C(C2)NC(C)=O)C(=C(N3)C)CC#C)C(=CC=C1)NC(=O)OC (8-(2-methyl-6-methoxycarbonylaminobenzylamino)-6-acetamido-3-(2-propynyl)-2-methylimidazo[1,2-a]pyridine). RXN SMILES: [Cl-].[NH4+].[CH3:3][C:4]1[CH:27]=[CH:26][CH:25]=[C:24]([NH:28][C:29]([O:31][CH3:32])=[O:30])[C:5]=1[CH2:6][NH:7][C:8]1[C:9]2[N:10]([C:17]([CH2:21][C:22]#[CH:23])=[C:18]([CH3:20])[N:19]=2)[CH:11]=[C:12]([N+:14]([O-])=O)[CH:13]=1.[CH2:33]([OH:35])[CH3:34]>O.[Fe]>[CH3:3][C:4]1[CH:27]=[CH:26][CH:25]=[C:24]([NH:28][C:29]([O:31][CH3:32])=[O:30])[C:5]=1[CH2:6][NH:7][C:8]1[C:9]2[N:10]([C:17]([CH2:21][C:22]#[CH:23])=[C:18]([CH3:20])[N:19]=2)[CH:11]=[C:12]([NH:14][C:33](=[O:35])[CH3:34])[CH:13]=1 |f:0.1|. Procedure details: To a mixture of iron powder (145 mg) and ammonium chloride (15 mg) in ethanol (12 ml) and water (2.2 ml) was added 8-(2-methyl-6-methoxycarbonylaminobenzylamino)-6-nitro-3-(2-propynyl)-2-methylimidazo[1,2-a]pyridine (360 mg) and the mixture was refluxed for 40 minutes. The inorgnic materials were removed by filtration and the solvent was evaporated under reduced pressure. An aqueous solution of sodium bicarbonate (5 ml) was added to the residue and the resultant solid was collected by filtration...